Dataset: the Open Reaction Database (ORD), a public repository of structured organic reaction records. Task: describe an organic reaction: reactants, conditions, products, and yield Starting materials: Ice, ClCCl (dichloromethane), C(CCCCC)N1CC2C(C2C1)(C)C1=C(C=CC=C1)N (2-[3-hexyl-6-methyl-3-azabicyclo[3.1.0]hex-6-yl]phenylamine), CS(=O)(=O)Cl (methane sulfonyl chloride). Solvent: N1=CC=CC=C1 (pyridine). Run at time 2 day. Product: N (ammonia), C(CCCCC)N1CC2C(C2C1)(C)C1=C(C=CC=C1)NS(=O)(=O)C (N-(2-{3-Hexyl-6-methyl-3-azabicyclo[3.1.0]hex-6-yl}phenyl)methanesulfonamide), oil. Isolated yield 14.0%. As a reaction SMILES: [CH2:1]([N:7]1[CH2:12][CH:11]2[CH:9]([C:10]2([C:14]2[CH:19]=[CH:18][CH:17]=[CH:16][C:15]=2[NH2:20])[CH3:13])[CH2:8]1)[CH2:2][CH2:3][CH2:4][CH2:5][CH3:6].[CH3:21][S:22](Cl)(=[O:24])=[O:23].ClCCl>N1C=CC=CC=1>[NH3:7].[CH2:1]([N:7]1[CH2:8][CH:9]2[CH:11]([C:10]2([C:14]2[CH:19]=[CH:18][CH:17]=[CH:16][C:15]=2[NH:20][S:22]([CH3:21])(=[O:24])=[O:23])[CH3:13])[CH2:12]1)[CH2:2][CH2:3][CH2:4][CH2:5][CH3:6]. Procedure: To a solution of 2-[3-hexyl-6-methyl-3-azabicyclo[3.1.0]hex-6-yl]phenylamine (Preparation 140, 30 mg, 0.11 mol) in pyridine (1.0 ml) under a nitrogen atmosphere at room temperature was added dropwise methane sulfonyl chloride (13 μl, 0.16 mmol), and the reaction mixture was stirred at room temperature for 2 d. Ice (2 g) and dichloromethane (5 ml) were added, the layers were separated and the aqueous layer was further extracted with dichloromethane (5 ml). The combined extracts were dried (Na2SO4... Reactants: C1(=CC=CC=C1)C1=C(N=C(O1)C1CCNCC1)COCC(F)(F)F (4-[5-phenyl-4-(2,2,2-trifluoro-ethoxymethyl)-oxazol-2-yl]-piperidine), Intermediate 5, ClCCC=1C=CC(=C(C1)S(=O)(=O)N)OC (5-(2-chloro-ethyl)-2-methoxy-benzenesulfonamide), Intermediate 1, N[C@@H](CC1=CC=C2C=CC=CC2=C1)C(=O)O (Nal), CCN(C(C)C)C(C)C (DIEA). Run in O1CCOCC1 (dioxane). Conditions: temperature 100 celsius. Product: COC1=C(C=C(C=C1)CCN1CCC(CC1)C=1OC(=C(N1)COCC(F)(F)F)C1=CC=CC=C1)S(=O)(=O)N (2-Methoxy-5-(2-{4-[5-phenyl-4-(2,2,2-trifluoro-ethoxymethyl)-oxazol-2-yl]-piperidin-1-yl}-ethyl)-benzenesulfonamide). Reaction SMILES: [C:1]1([C:7]2[O:11][C:10]([CH:12]3[CH2:17][CH2:16][NH:15][CH2:14][CH2:13]3)=[N:9][C:8]=2[CH2:18][O:19][CH2:20][C:21]([F:24])([F:23])[F:22])[CH:6]=[CH:5][CH:4]=[CH:3][CH:2]=1.Cl[CH2:26][CH2:27][C:28]1[CH:29]=[CH:30][C:31]([O:38][CH3:39])=[C:32]([S:34]([NH2:37])(=[O:36])=[O:35])[CH:33]=1.N[C@H](C(O)=O)CC1C=C2C(C=CC=C2)=CC=1.CCN(C(C)C)C(C)C>O1CCOCC1>[CH3:39][O:38][C:31]1[CH:30]=[CH:29][C:28]([CH2:27][CH2:26][N:15]2[CH2:16][CH2:17][CH:12]([C:10]3[O:11][C:7]([C:1]4[CH:6]=[CH:5][CH:4]=[CH:3][CH:2]=4)=[C:8]([CH2:18][O:19][CH2:20][C:21]([F:22])([F:23])[F:24])[N:9]=3)[CH2:13][CH2:14]2)=[CH:33][C:32]=1[S:34]([NH2:37])(=[O:36])=[O:35]. Procedure: To 4-[5-phenyl-4-(2,2,2-trifluoro-ethoxymethyl)-oxazol-2-yl]-piperidine (0.750 g), prepared as in Intermediate 5, in dioxane is added 5-(2-chloro-ethyl)-2-methoxy-benzenesulfonamide (0.716 g), prepared as in Intermediate 1, Nal (0.429 g) and DIEA (1.15 ml). After heating at 100° C. for 18 hours, the reaction mixture is partitioned between EtOAc and dilute NaHCO3 solution. The organic phase is washed with saturated brine, dried (NaSO4) and concentrated. The residue is dissolved in CHCl3 (20 mL) a... The reactants are Clc1ccc(N2CC3CC2CN3Cc2ccccc2)cc1, Cl, O=N[O-], [Na+], [Na+], O, O=S([O-])O. The product is Oc1ccc(N2CC3CC2CN3Cc2ccccc2)cc1. As a reaction SMILES: [CH2:1]([c:2]1[cH:3][cH:4][cH:5][cH:6][cH:7]1)[N:8]1[CH:9]2[CH2:10][N:11]([c:15]3[cH:16][cH:17][c:18]([Cl:21])[cH:19][cH:20]3)[CH:12]([CH2:13]1)[CH2:14]2.[ClH:31].[N:22](=[O:23])[O-:24].[Na+:25].[Na+:30].[OH2:32].[S:26](=[O:27])([OH:28])[O-:29]>>[CH2:1]([c:2]1[cH:3][cH:4][cH:5][cH:6][cH:7]1)[N:8]1[CH:9]2[CH2:10][N:11]([c:15]3[cH:16][cH:17][c:18]([OH:23])[cH:19][cH:20]3)[CH:12]([CH2:13]1)[CH2:14]2. Reactants: C(CCC)OC1=NC(=C2N=C(N(C2=N1)CCC1CCNCC1)OC)N (2-(butyloxy)-8-(methyloxy)-9-[2-(4-piperidinyl)ethyl]-9H-purin-6-amine), BrCCC(C)C (1-bromo-3-methylbutane). Yields the product NC1=C2NC(N(C2=NC(=N1)OCCCC)CCC1CCN(CC1)CCC(C)C)=O (6-Amino-2-(butyloxy)-9-{2-[1-(3-methylbutyl)-4-piperidinyl]ethyl}-7,9-dihydro-8H-purin-8-one). Reaction SMILES: [CH2:1]([O:5][C:6]1[N:14]=[C:13]2[C:9]([N:10]=[C:11]([O:23]C)[N:12]2[CH2:15][CH2:16][CH:17]2[CH2:22][CH2:21][NH:20][CH2:19][CH2:18]2)=[C:8]([NH2:25])[N:7]=1)[CH2:2][CH2:3][CH3:4].Br[CH2:27][CH2:28][CH:29]([CH3:31])[CH3:30]>>[NH2:25][C:8]1[N:7]=[C:6]([O:5][CH2:1][CH2:2][CH2:3][CH3:4])[N:14]=[C:13]2[C:9]=1[NH:10][C:11](=[O:23])[N:12]2[CH2:15][CH2:16][CH:17]1[CH2:18][CH2:19][N:20]([CH2:27][CH2:28][CH:29]([CH3:31])[CH3:30])[CH2:21][CH2:22]1. Reported procedure: Prepared similarly to Example 80 from 2-(butyloxy)-8-(methyloxy)-9-[2-(4-piperidinyl)ethyl]-9H-purin-6-amine and 1-bromo-3-methylbutane.